This data is from the Open Reaction Database (ORD), a public repository of structured organic reaction records. The task is: describe an organic reaction: reactants, conditions, products, and yield The reactants are C(C1=CC=CC=C1)N1CC(C(CC1)CC1=CC=CC=C1)=O ((SR)-1,4-dibenzyl-piperidin-3-one), CCC([BH-](C(CC)C)C(CC)C)C.[K+] (K-selectride). The solvent is C1CCOC1 (THF), C1CCOC1 (THF). Conditions: temperature -70 celsius, time 1 hour. Product: C(C1=CC=CC=C1)N1CC(C(CC1)CC1=CC=CC=C1)O ((3SR,4SR)-1,4-Dibenzyl-piperidin-3-ol). Yield: 71.9%. Reaction SMILES: [CH2:1]([N:8]1[CH2:13][CH2:12][CH:11]([CH2:14][C:15]2[CH:20]=[CH:19][CH:18]=[CH:17][CH:16]=2)[C:10](=[O:21])[CH2:9]1)[C:2]1[CH:7]=[CH:6][CH:5]=[CH:4][CH:3]=1.CCC(C)[BH-](C(C)CC)C(C)CC.[K+]>C1COCC1>[CH2:1]([N:8]1[CH2:13][CH2:12][CH:11]([CH2:14][C:15]2[CH:16]=[CH:17][CH:18]=[CH:19][CH:20]=2)[CH:10]([OH:21])[CH2:9]1)[C:2]1[CH:3]=[CH:4][CH:5]=[CH:6][CH:7]=1 |f:1.2|. Procedure details: To a solution of 9.0 g (SR)-1,4-dibenzyl-piperidin-3-one (32 mmol) in 200 ml dry THF were added at −78° C. dropwise 48 ml K-selectride® (1 N in THF, 48 mmol). The reaction mixture was stirred for 1 h at −70° C. and then warmed to r.t. The reaction was quenched by the addition of 100 ml NaHCO3-solution and the aqueous phase was extracted twice with ethyl acetate (200 ml). The combined organic phases were washed with water (100 ml) and brine (100 ml). The organic phase was dried over MgSO4, filtra... Reactants: COC1=C(COC=2C=C(C=O)C=CC2)C=CC=C1 (3-(2-methoxybenzyloxy)benzaldehyde), C(C)#N (acetonitrile). The product is COC1=C(COC=2C=C(C=CC2)C(CC#N)O)C=CC=C1 (3-(3-(2-methoxybenzyloxy)phenyl)-3-hydroxypropanenitrile). RXN SMILES: [CH3:1][O:2][C:3]1[CH:18]=[CH:17][CH:16]=[CH:15][C:4]=1[CH2:5][O:6][C:7]1[CH:8]=[C:9]([CH:12]=[CH:13][CH:14]=1)[CH:10]=[O:11].[C:19](#[N:21])[CH3:20]>>[CH3:1][O:2][C:3]1[CH:18]=[CH:17][CH:16]=[CH:15][C:4]=1[CH2:5][O:6][C:7]1[CH:8]=[C:9]([CH:10]([OH:11])[CH2:20][C:19]#[N:21])[CH:12]=[CH:13][CH:14]=1. Procedure: Addition of acetonitrile to 3-(2-methoxybenzyloxy)benzaldehyde gave 3-(3-(2-methoxybenzyloxy)phenyl)-3-hydroxypropanenitrile as yellow oil. Yield (0.88 g, 47%): 1H NMR (400 MHz, CDCl3) δ 7.42-7.46 (m, 1H), 7.27-7.31 (m, 2H), 6.90-7.06 (m, 5H), 5.12 (s, 2H), 5.01 (m, 1H), 3.87 (s, 3H), 2.76-2.82 (m, 2H). Reactants: C(C)C1=C(N=C2N(C1=O)C=CN2CC2=CC=C(C=C2)C(C2=CC=C(C=C2)O)=O)C (6-ethyl-1-[4-(4-hydroxybenzoyl)-benzyl]-7-methylimidazo[1,2-a]pyrimidin-5(1H)-one), Cl.N1=CC=C(C=C1)CCl (4-picolyl chloride hydrochloride), C([O-])([O-])=O.[K+].[K+] (potassium carbonate). Solvent: CN(C)C=O (DMF). The product is Cl.C(C)C1=C(N=C2N(C1=O)C=CN2CC2=CC=C(C=C2)C(C2=CC=C(C=C2)OCC2=CC=NC=C2)=O)C (6-Ethyl-7-methyl-1-[4-[4-(4-picolyloxy)benzoyl]-benzyl]imidazo[1,2-a]pyrimidin-5(1H)-one hydrochloride). Yield: 83.6%. Reaction SMILES: [CH2:1]([C:3]1[C:8](=[O:9])[N:7]2[CH:10]=[CH:11][N:12]([CH2:13][C:14]3[CH:19]=[CH:18][C:17]([C:20](=[O:28])[C:21]4[CH:26]=[CH:25][C:24]([OH:27])=[CH:23][CH:22]=4)=[CH:16][CH:15]=3)[C:6]2=[N:5][C:4]=1[CH3:29])[CH3:2].Cl.[N:31]1[CH:36]=[CH:35][C:34]([CH2:37][Cl:38])=[CH:33][CH:32]=1.C(=O)([O-])[O-].[K+].[K+]>CN(C=O)C>[ClH:38].[CH2:1]([C:3]1[C:8](=[O:9])[N:7]2[CH:10]=[CH:11][N:12]([CH2:13][C:14]3[CH:19]=[CH:18][C:17]([C:20](=[O:28])[C:21]4[CH:22]=[CH:23][C:24]([O:27][CH2:37][C:34]5[CH:35]=[CH:36][N:31]=[CH:32][CH:33]=5)=[CH:25][CH:26]=4)=[CH:16][CH:15]=3)[C:6]2=[N:5][C:4]=1[CH3:29])[CH3:2] |f:1.2,3.4.5,7.8|. Procedure details: A solution of 6-ethyl-1-[4-(4-hydroxybenzoyl)-benzyl]-7-methylimidazo[1,2-a]pyrimidin-5(1H)-one (126 mg), 4-picolyl chloride hydrochloride (154 mg) and potassium carbonate (274 mg) in DMF (7 ml) was stirred at room temperature for 17 hours. This reaction mixture was concentrated and the residue was dissolved in ethyl acetate. The solution was washed with water, dried, and concentrated. The residue was purified by silica gel column chromatography (chloroform: methanol =19:1) and treated with hydr... The reactants are O=C(c1ccc(Br)cc1)C(F)(F)F, COCCOCCOC, O=C([O-])C(F)(F)Cl, [F-], [K+], [Na+], O, c1ccc(P(c2ccccc2)c2ccccc2)cc1. The product is FC(F)(F)C(c1ccc(Br)cc1)C(F)(F)F. Reaction SMILES: [Br:1][c:2]1[cH:3][cH:4][c:5]([C:8]([C:9]([F:10])([F:11])[F:12])=[O:13])[cH:6][cH:7]1.[CH3:43][O:44][CH2:45][CH2:46][O:47][CH2:48][CH2:49][O:50][CH3:51].[Cl:33][C:34]([C:35]([O-:36])=[O:37])([F:38])[F:39].[F-:41].[K+:42].[Na+:40].[OH2:52].[c:14]1([P:15]([c:16]2[cH:17][cH:18][cH:19][cH:20][cH:21]2)[c:22]2[cH:23][cH:24][cH:25][cH:26][cH:27]2)[cH:28][cH:29][cH:30][cH:31][cH:32]1>>[Br:1][c:2]1[cH:3][cH:4][c:5]([CH:8]([C:9]([F:10])([F:11])[F:12])[C:34]([F:38])([F:39])[F:41])[cH:6][cH:7]1. Reactants: C(CC)[C@H]1N(CCC[C@]1(C(=O)N1CCC(CC1)C1=C(C=CC=C1)S(=O)(=O)NCCCC(=O)OCC)OC1=CSC(=C1)C(F)(F)F)C(C1=NC=CC=C1C(F)(F)F)=O (ethyl 4-(2-(1-((2R,3S)-2-propyl-1-(3-(trifluoromethyl)picolinoyl)-3-(5-(trifluoromethyl)thiophen-3-yloxy)piperidine-3-carbonyl)piperidin-4-yl)phenylsulfonamido)butanoate). Run in O.C(C)#N (water acetonitrile). The product is C(CC)[C@H]1N(CCC[C@]1(C(=O)N1CCC(CC1)C1=C(C=CC=C1)S(=O)(=O)NCCCC(=O)O)OC1=CSC(=C1)C(F)(F)F)C(C1=NC=CC=C1C(F)(F)F)=O (4-(2-(1-((2R,3S)-2-Propyl-1-(3-(trifluoromethyl)picolinoyl)-3-(5-(trifluoromethyl)thiophen-3-yloxy)piperidine-3-carbonyl)piperidin-4-yl)phenylsulfonamido)butanoic acid). As a reaction SMILES: [CH2:1]([C@@H:4]1[C@:9]([O:36][C:37]2[CH:41]=[C:40]([C:42]([F:45])([F:44])[F:43])[S:39][CH:38]=2)([C:10]([N:12]2[CH2:17][CH2:16][CH:15]([C:18]3[CH:23]=[CH:22][CH:21]=[CH:20][C:19]=3[S:24]([NH:27][CH2:28][CH2:29][CH2:30][C:31]([O:33]CC)=[O:32])(=[O:26])=[O:25])[CH2:14][CH2:13]2)=[O:11])[CH2:8][CH2:7][CH2:6][N:5]1[C:46](=[O:57])[C:47]1[C:52]([C:53]([F:56])([F:55])[F:54])=[CH:51][CH:50]=[CH:49][N:48]=1)[CH2:2][CH3:3]>O.C(#N)C>[CH2:1]([C@@H:4]1[C@:9]([O:36][C:37]2[CH:41]=[C:40]([C:42]([F:45])([F:43])[F:44])[S:39][CH:38]=2)([C:10]([N:12]2[CH2:17][CH2:16][CH:15]([C:18]3[CH:23]=[CH:22][CH:21]=[CH:20][C:19]=3[S:24]([NH:27][CH2:28][CH2:29][CH2:30][C:31]([OH:33])=[O:32])(=[O:25])=[O:26])[CH2:14][CH2:13]2)=[O:11])[CH2:8][CH2:7][CH2:6][N:5]1[C:46](=[O:57])[C:47]1[C:52]([C:53]([F:54])([F:56])[F:55])=[CH:51][CH:50]=[CH:49][N:48]=1)[CH2:2][CH3:3] |f:1.2|. Procedure details: In an analogous procedure to representative example 65 step 2, ethyl 4-(2-(1-((2R,3S)-2-propyl-1-(3-(trifluoromethyl)picolinoyl)-3-(5-(trifluoromethyl)thiophen-3-yloxy)piperidine-3-carbonyl)piperidin-4-yl)phenylsulfonamido)butanoate was saponified to provide A58 as a white solid after lyophilization from water/acetonitrile: 1H NMR (300 MHz, CDCl3 8.80 (d, J=4.4 Hz, 1H), 8.07 (d, J=7.8 Hz, 1H), 7.98-7.84 (m, 1H), 7.60-7.30 (m, 4H), 6.99 (d, J=7.8 Hz, 1H), 6.72-6.50 (m, 1H), 5.61-5.30 (m, 4H), 3.9... Starting materials: Cl (hydrochloric acid), CC1(C=2C=CC(=CC2C(CC1)(C)C)C=CC(=O)NC1=C(C(=O)OC)C=CC=C1)C (methyl 2-[3-(5,5,8,8-tetramethyl-5,6,7,8-tetrahydro-2-naphthyl)acryloylamino]benzoate), C1CCOC1 (THF), [OH-].[Na+] (sodium hydroxide). The solvent is O (water), CO (methanol). Conditions: time 4 hour. Yields the product CC1(C=2C=CC(=CC2C(CC1)(C)C)C=CC(=O)NC1=C(C(=O)O)C=CC=C1)C (2-[3-(5,5,8,8-Tetramethyl-5,6,7,8-tetrahydro-2-naphthyl)acryloylamino]benzoic acid). As a reaction SMILES: [CH3:1][C:2]1([CH3:29])[CH2:11][CH2:10][C:9]([CH3:13])([CH3:12])[C:8]2[CH:7]=[C:6]([CH:14]=[CH:15][C:16]([NH:18][C:19]3[CH:28]=[CH:27][CH:26]=[CH:25][C:20]=3[C:21]([O:23]C)=[O:22])=[O:17])[CH:5]=[CH:4][C:3]1=2.C1COCC1.[OH-].[Na+].Cl>O.CO>[CH3:1][C:2]1([CH3:29])[CH2:11][CH2:10][C:9]([CH3:12])([CH3:13])[C:8]2[CH:7]=[C:6]([CH:14]=[CH:15][C:16]([NH:18][C:19]3[CH:28]=[CH:27][CH:26]=[CH:25][C:20]=3[C:21]([OH:23])=[O:22])=[O:17])[CH:5]=[CH:4][C:3]1=2 |f:2.3|. Procedure details: 540 mg (1.38 mmol) of methyl 2-[3-(5,5,8,8-tetramethyl-5,6,7,8-tetrahydro-2-naphthyl)acryloylamino]benzoate, 5 ml of THF and 5 ml of methanol are introduced into a round-bottomed flask. 5.5 ml of methanolic sodium hydroxide solution (2N) are added and the mixture is stirred at room temperature for four hours. The reaction medium is poured into water, acidified to pH 1 with hydrochloric acid and extracted with ethyl acetate, and the organic phase is separated out after settling has taken place, w... Starting materials: C(C)(C)(C)OC(C1=CC=C(C=C1)NC(=O)[C@@H]1N[C@H]([C@]([C@H]1C1=C(C(=CC=C1)Cl)F)(C#N)C1=C(C=C(C=C1)Cl)F)CC(C)(C)C)=O (rac 4-{[(2R,3S,4R,5S)-3-(3-Chloro-2-fluoro-phenyl)-4-(4-chloro-2-fluoro-phenyl)-4-cyano-5-(2,2-dimethyl-propyl)-pyrrolidine-2-carbonyl]-amino}-benzoic acid t-butyl ester). Solvent: C(=O)(C(F)(F)F)O.C(Cl)Cl (TFA methylene chloride). Product: ClC=1C(=C(C=CC1)[C@H]1[C@@H](N[C@H]([C@]1(C#N)C1=C(C=C(C=C1)Cl)F)CC(C)(C)C)C(=O)NC1=CC=C(C(=O)O)C=C1)F (rac 4-{[(2R,3S,4R,5S)-3-(3-Chloro-2-fluoro-phenyl)-4-(4-chloro-2-fluoro-phenyl)-4-cyano-5-(2,2-dimethyl-propyl)-pyrrolidine-2-carbonyl]-amino}-benzoic acid). RXN SMILES: C([O:5][C:6](=[O:44])[C:7]1[CH:12]=[CH:11][C:10]([NH:13][C:14]([C@H:16]2[C@H:20]([C:21]3[CH:26]=[CH:25][CH:24]=[C:23]([Cl:27])[C:22]=3[F:28])[C@:19]([C:31]3[CH:36]=[CH:35][C:34]([Cl:37])=[CH:33][C:32]=3[F:38])([C:29]#[N:30])[C@H:18]([CH2:39][C:40]([CH3:43])([CH3:42])[CH3:41])[NH:17]2)=[O:15])=[CH:9][CH:8]=1)(C)(C)C>C(O)(C(F)(F)F)=O.C(Cl)Cl>[Cl:27][C:23]1[C:22]([F:28])=[C:21]([C@@H:20]2[C@:19]([C:31]3[CH:36]=[CH:35][C:34]([Cl:37])=[CH:33][C:32]=3[F:38])([C:29]#[N:30])[C@H:18]([CH2:39][C:40]([CH3:43])([CH3:42])[CH3:41])[NH:17][C@H:16]2[C:14]([NH:13][C:10]2[CH:9]=[CH:8][C:7]([C:6]([OH:44])=[O:5])=[CH:12][CH:11]=2)=[O:15])[CH:26]=[CH:25][CH:24]=1 |f:1.2|. Reported procedure: rac 4-{[(2R,3S,4R,5S)-3-(3-Chloro-2-fluoro-phenyl)-4-(4-chloro-2-fluoro-phenyl)-4-cyano-5-(2,2-dimethyl-propyl)-pyrrolidine-2-carbonyl]-amino}-benzoic acid t-butyl ester (35 mg, 0.031 mmol) was treated with 30% TFA/methylene chloride (10 mL) overnight. Removal of solvent and freeze drying of the residue give a white powder. 31 mg. Starting materials: Oc1ccc(OC(F)(F)F)cc1, COC(Cc1ccc(OCCCO)cc1)C(=O)O. The product is COC(Cc1ccc(OCCCOc2ccc(OC(F)(F)F)cc2)cc1)C(=O)O. As a reaction SMILES: [F:19][C:20]([O:21][c:22]1[cH:23][cH:24][c:25]([OH:28])[cH:26][cH:27]1)([F:29])[F:30].[OH:1][CH2:2][CH2:3][CH2:4][O:5][c:6]1[cH:7][cH:8][c:9]([CH2:12][CH:13]([C:14](=[O:15])[OH:16])[O:17][CH3:18])[cH:10][cH:11]1>>[O:1]([CH2:2][CH2:3][CH2:4][O:5][c:6]1[cH:7][cH:8][c:9]([CH2:12][CH:13]([C:14](=[O:15])[OH:16])[O:17][CH3:18])[cH:10][cH:11]1)[c:25]1[cH:24][cH:23][c:22]([O:21][C:20]([F:19])([F:29])[F:30])[cH:27][cH:26]1. The reactants are CC1(C)CN(Cc2ccccc2)CCC1O, CO, [H][H], [OH-], [OH-], [Pd+2]. Product: CC1(C)CNCCC1O. RXN SMILES: [CH2:1]([c:2]1[cH:3][cH:4][cH:5][cH:6][cH:7]1)[N:8]1[CH2:9][C:10]([CH3:15])([CH3:16])[CH:11]([OH:14])[CH2:12][CH2:13]1.[CH3:17][OH:18].[H:19][H:20].[OH-:21].[OH-:23].[Pd+2:22]>>[NH:8]1[CH2:9][C:10]([CH3:15])([CH3:16])[CH:11]([OH:14])[CH2:12][CH2:13]1. Starting materials: Cc1cc(Br)ccc1N=C=O, O=C([O-])[O-], [K+], [K+], CCOC(=O)C[N+](=O)[O-], c1ccccc1. The product is CCOC(=O)C(C(=O)Nc1ccc(Br)cc1C)[N+](=O)[O-]. RXN SMILES: [Br:1][c:2]1[cH:3][c:4]([CH3:11])[c:5]([N:8]=[C:9]=[O:10])[cH:6][cH:7]1.[C:21](=[O:22])([O-:23])[O-:24].[K+:25].[K+:26].[N+:12](=[O:13])([O-:14])[CH2:15][C:16](=[O:17])[O:18][CH2:19][CH3:20].[cH:27]1[cH:28][cH:29][cH:30][cH:31][cH:32]1>>[Br:1][c:2]1[cH:3][c:4]([CH3:11])[c:5]([NH:8][C:9](=[O:10])[CH:15]([N+:12](=[O:13])[O-:14])[C:16](=[O:17])[O:18][CH2:19][CH3:20])[cH:6][cH:7]1.